describe an organic reaction: reactants, conditions, products, and yield From a dataset of the Open Reaction Database (ORD), a public repository of structured organic reaction records. The reactants are O (water), BrC1=CC(=CC=2NC(=NC21)C)[N+](=O)[O-] (4-bromo-2-methyl-6-nitro-1H-benzo[d]imidazole), BrCC1=C(C(=CC=C1)Cl)C (1-(bromomethyl)-3-chloro-2-methylbenzene), C([O-])([O-])=O.[Cs+].[Cs+] (cesium carbonate). Solvent: CN(C)C=O (DMF). Run at temperature 80 celsius, time 2 hour. The product is BrC1=CC(=CC=2N(C(=NC21)C)CC2=C(C(=CC=C2)Cl)C)[N+](=O)[O-] (4-bromo-1-(3-chloro-2-methylbenzyl)-2-methyl-6-nitro-1H-benzo[d]imidazole). The yield is 98.2%. RXN SMILES: [Br:1][C:2]1[C:10]2[N:9]=[C:8]([CH3:11])[NH:7][C:6]=2[CH:5]=[C:4]([N+:12]([O-:14])=[O:13])[CH:3]=1.Br[CH2:16][C:17]1[CH:22]=[CH:21][CH:20]=[C:19]([Cl:23])[C:18]=1[CH3:24].C(=O)([O-])[O-].[Cs+].[Cs+].O>CN(C=O)C>[Br:1][C:2]1[C:10]2[N:9]=[C:8]([CH3:11])[N:7]([CH2:16][C:17]3[CH:22]=[CH:21][CH:20]=[C:19]([Cl:23])[C:18]=3[CH3:24])[C:6]=2[CH:5]=[C:4]([N+:12]([O-:14])=[O:13])[CH:3]=1 |f:2.3.4|. Procedure: A mixture of 4-bromo-2-methyl-6-nitro-1H-benzo[d]imidazole (67 g, 258 mmol), 1-(bromomethyl)-3-chloro-2-methylbenzene (68 g, 309 mmol), prepared as described in example 1, step b, and cesium carbonate (126 g, 387 mmol) in DMF (800 mL) was stirred at 80° C. for 2 h. After cooled to room temperature, the mixture was poured into 1.5 L of water. The resulting precipitate was filtered, washed with water (300 mL), ether (100 mL) and dried in vacuo to give the crude product (100 g, 98%) as a brown soli...